This data is from the Open Reaction Database (ORD), a public repository of structured organic reaction records. The task is: describe an organic reaction: reactants, conditions, products, and yield The reactants are C(C)OC(=O)C1=C[C@H]([C@H]([C@@H](C1)OS(=O)(=O)C)OS(=O)(=O)C)OS(=O)(=O)C ((3R,4S,5R)-3,4,5-trismethanesulfonyloxy-cyclohex-1-enecarboxylic acid ethyl ester), [N-]=[N+]=[N-].[Na+] (NaN3). Solvent: CS(=O)C (DMSO), CCOC(=O)C (EtOAc), C1(=CC=CC=C1)C (toluene). Run at time 3 hour. Product: C(C)OC(=O)C1=C[C@H]([C@@H]([C@@H](C1)OS(=O)(=O)C)OS(=O)(=O)C)N=[N+]=[N-] ((3R,4S,5R)-3-Azido-4,5-bis-methanesulfonyloxy-cyclohex-1-enecarboxylic acid ethyl ester). Reaction SMILES: [CH2:1]([O:3][C:4]([C:6]1[CH2:11][C@@H:10]([O:12][S:13]([CH3:16])(=[O:15])=[O:14])[C@H:9]([O:17][S:18]([CH3:21])(=[O:20])=[O:19])[C@H:8](OS(C)(=O)=O)[CH:7]=1)=[O:5])[CH3:2].[N-:27]=[N+:28]=[N-:29].[Na+]>CS(C)=O.CCOC(C)=O.C1(C)C=CC=CC=1>[CH2:1]([O:3][C:4]([C:6]1[CH2:11][C@@H:10]([O:12][S:13]([CH3:16])(=[O:15])=[O:14])[C@@H:9]([O:17][S:18]([CH3:21])(=[O:20])=[O:19])[C@H:8]([N:27]=[N+:28]=[N-:29])[CH:7]=1)=[O:5])[CH3:2] |f:1.2|. Procedure: (3R,4S,5R)-3,4,5-tris-methanesulfonyloxy-cyclohex-1-enecarboxylic acid ethyl ester 43, product of the preceding experiment) was dissolved in DMSO. To the clear light yellow solution NaN3 was added at room temperature and the suspension was stirred for 3 hours. The orange solution was diluted with EtOAc and toluene and extracted 3 times with aqueous NaHCO3. The organic phase was separated, dried over Na2SO4, filtered and the combined filtrates evaporated in a rotary evaporator at 20° C./70-10 mba... Reactants: CC(C)CC(NC(=O)c1ccc(Br)c(Cl)n1)C(N)=O, Oc1ccc(F)cc1, [Na+], [Na+], O=C([O-])[O-], CN(C)C=O, O. The product is CC(C)CC(NC(=O)c1ccc(Br)c(Oc2ccc(F)cc2)n1)C(N)=O. As a reaction SMILES: [C:1]([NH2:2])(=[O:3])[CH:4]([CH2:5][CH:6]([CH3:7])[CH3:8])[NH:9][C:10](=[O:11])[c:12]1[n:13][c:14]([Cl:19])[c:15]([Br:18])[cH:16][cH:17]1.[F:20][c:21]1[cH:22][cH:23][c:24]([OH:27])[cH:25][cH:26]1.[Na+:28].[Na+:29].[O-:30][C:31](=[O:32])[O-:33].[O:35]=[CH:36][N:37]([CH3:38])[CH3:39].[OH2:34]>>[C:1]([NH2:2])(=[O:3])[CH:4]([CH2:5][CH:6]([CH3:7])[CH3:8])[NH:9][C:10](=[O:11])[c:12]1[n:13][c:14]([O:27][c:24]2[cH:23][cH:22][c:21]([F:20])[cH:26][cH:25]2)[c:15]([Br:18])[cH:16][cH:17]1. Yields the product CCCSc1c(C(=O)NC2C3CC4CC(C3)CC2C4)cnn1-c1ccc(CC(=O)OC)cc1. Reactants: CCCSc1c(C(=O)N2CCC(c3ccccc3C(F)(F)F)C2)cnn1-c1ccc(C(=O)OC)cc1, CCCSc1c(C(=O)O)cnn1-c1ccc(CC(=O)OC)cc1, NC1C2CC3CC(C2)CC1C3, Cl. RXN SMILES: [CH2:36]([S:37][c:38]1[n:39](-[c:40]2[cH:41][cH:42][c:43]([C:44]([O:45][CH3:46])=[O:47])[cH:48][cH:49]2)[n:50][cH:51][c:52]1[C:53]([N:54]1[CH2:55][CH2:56][CH:57]([c:58]2[cH:59][cH:60][cH:61][cH:62][c:63]2[C:64]([F:65])([F:66])[F:67])[CH2:68]1)=[O:69])[CH2:70][CH3:71].[CH3:1][O:2][C:3](=[O:4])[CH2:5][c:6]1[cH:7][cH:8][c:9](-[n:12]2[n:13][cH:14][c:15]([C:21](=[O:22])[OH:23])[c:16]2[S:17][CH2:18][CH2:19][CH3:20])[cH:10][cH:11]1.[CH:25]12[CH:26]([NH2:35])[CH:27]3[CH2:28][CH:29]([CH2:30][CH:31]([CH2:32]1)[CH2:33]3)[CH2:34]2.[ClH:24]>>[CH3:1][O:2][C:3](=[O:4])[CH2:5][c:6]1[cH:7][cH:8][c:9](-[n:12]2[n:13][cH:14][c:15]([C:21](=[O:23])[NH:35][CH:26]3[CH:25]4[CH2:32][CH:31]5[CH2:30][CH:29]([CH2:28][CH:27]3[CH2:33]5)[CH2:34]4)[c:16]2[S:17][CH2:18][CH2:19][CH3:20])[cH:10][cH:11]1. The reactants are COc1cc(C=CCO)ccc1OCc1ccccc1, CS(C)=O, ClCCCN1CCCCC1, Cl, [K+], [OH-]. Yields the product COc1cc(C=CCOCCCN2CCCCC2)ccc1OCc1ccccc1. RXN SMILES: [CH2:1]([c:2]1[cH:3][cH:4][cH:5][cH:6][cH:7]1)[O:8][c:9]1[c:10]([O:19][CH3:20])[cH:11][c:12]([CH:15]=[CH:16][CH2:17][OH:18])[cH:13][cH:14]1.[CH3:34][S:35]([CH3:36])=[O:37].[Cl:23][CH2:24][CH2:25][CH2:26][N:27]1[CH2:28][CH2:29][CH2:30][CH2:31][CH2:32]1.[ClH:33].[K+:22].[OH-:21]>>[CH2:1]([c:2]1[cH:3][cH:4][cH:5][cH:6][cH:7]1)[O:8][c:9]1[c:10]([O:19][CH3:20])[cH:11][c:12]([CH:15]=[CH:16][CH2:17][O:18][CH2:24][CH2:25][CH2:26][N:27]2[CH2:28][CH2:29][CH2:30][CH2:31][CH2:32]2)[cH:13][cH:14]1. Reactants: solid, BrC1=CC(=CC=2C(=C3N(C12)CCNC3=O)C)C#N (6-bromo-10-methyl-1-oxo-1,2,3,4-tetrahydro-pyrazino[1,2-a]indole-8-carbonitrile), BrC1=CC(=CC=2C(=C3N(C12)CCNC3=O)C)C#N (6-bromo-10-methyl-1-oxo-1,2,3,4-tetrahydro-pyrazino[1,2-a]indole-8-carbonitrile), ClC1=NC=CC(=C1)B(O)O (2-chloro-pyridin-4-ylboronic acid). The product is ClC1=NC=CC(=C1)C1=CC(=CC=2C(=C3N(C12)CCNC3=O)C)C#N (6-(2-Chloropyridin-4-yl)-10-methyl-1-oxo-3,4-dihydro-2H-pyrazino[1,2-a]indole-8-carbonitrile). RXN SMILES: Br[C:2]1[C:10]2[N:9]3[CH2:11][CH2:12][NH:13][C:14](=[O:15])[C:8]3=[C:7]([CH3:16])[C:6]=2[CH:5]=[C:4]([C:17]#[N:18])[CH:3]=1.[Cl:19][C:20]1[CH:25]=[C:24](B(O)O)[CH:23]=[CH:22][N:21]=1>>[Cl:19][C:20]1[CH:25]=[C:24]([C:2]2[C:10]3[N:9]4[CH2:11][CH2:12][NH:13][C:14](=[O:15])[C:8]4=[C:7]([CH3:16])[C:6]=3[CH:5]=[C:4]([C:17]#[N:18])[CH:3]=2)[CH:23]=[CH:22][N:21]=1. Reported procedure: The title compound, off-white solid (50 mg, 59%), MS (ISP) m/z=335.4 [(M+H)+], mp 281° C., was prepared in accordance with the general method of example 1 from 6-bromo-10-methyl-1-oxo-1,2,3,4-tetrahydro-pyrazino[1,2-a]indole-8-carbonitrile (intermediate 16) (76 mg, 0.25 mmol) and commercially available 2-chloro-pyridin-4-ylboronic acid (51.1 mg, 0.325 mmol). The reactants are ClC=1C(=NC=C(C1)C=O)C(C#N)(C)C (2-(3-chloro-5-formyl-pyridin-2-yl)-2-methyl-propionitrile), C(=O)(OCC)C=P(C1=CC=CC=C1)(C1=CC=CC=C1)C1=CC=CC=C1 ((carbethoxymethylene)triphenylphosphorane). The solvent is C1CCOC1 (THF). The product is C(C)OC(C=CC=1C=NC(=C(C1)Cl)C(C)(C)C#N)=O (3-[5-Chloro-6-(cyano-dimethyl-methyl)-pyridin-3-yl]-acrylic acid ethyl ester). Isolated yield 95.5%. As a reaction SMILES: [Cl:1][C:2]1[C:3]([C:10]([CH3:14])([CH3:13])[C:11]#[N:12])=[N:4][CH:5]=[C:6]([CH:8]=O)[CH:7]=1.[C:15]([CH:20]=P(C1C=CC=CC=1)(C1C=CC=CC=1)C1C=CC=CC=1)([O:17][CH2:18][CH3:19])=[O:16]>C1COCC1>[CH2:18]([O:17][C:15](=[O:16])[CH:20]=[CH:8][C:6]1[CH:5]=[N:4][C:3]([C:10]([C:11]#[N:12])([CH3:14])[CH3:13])=[C:2]([Cl:1])[CH:7]=1)[CH3:19]. Procedure details: A solution of 2-(3-chloro-5-formyl-pyridin-2-yl)-2-methyl-propionitrile (0.58 g, 2.78 mmol) from step 3 above and (carbethoxymethylene)triphenylphosphorane (1.26 g, 3.61 mmol) in dry THF (12 mL) was heated to 55° C. and maintained at this temperature overnight. The solvents were removed and the residue was purified by flash column chromatography (0–20% EtOAc in hexanes) to give the product (0.74 g, 96% yield) as a white solid. 1H NMR (400 MHz, CDCl3): δ 1.35 (t, J=7.7 Hz, 3 H), 1.87 (s, 6 H), 4.... The product is O=Cc1ccc(OCC2CCCCO2)c2ccccc12. Reaction SMILES: [Br:14][CH2:15][CH:16]1[O:17][CH2:18][CH2:19][CH2:20][CH2:21]1.[CH3:34][CH2:35][O:36][C:37](=[O:38])[CH3:39].[K+:22].[K+:23].[O-:24][C:25]([O-:26])=[O:27].[O:28]=[CH:29][N:30]([CH3:31])[CH3:32].[OH2:33].[OH:1][c:2]1[cH:3][cH:4][c:5]([CH:12]=[O:13])[c:6]2[cH:7][cH:8][cH:9][cH:10][c:11]12>>[O:1]([c:2]1[cH:3][cH:4][c:5]([CH:12]=[O:13])[c:6]2[cH:7][cH:8][cH:9][cH:10][c:11]12)[CH2:15][CH:16]1[O:17][CH2:18][CH2:19][CH2:20][CH2:21]1. Starting materials: BrCC1CCCCO1, CCOC(C)=O, [K+], [K+], O=C([O-])[O-], CN(C)C=O, O, O=Cc1ccc(O)c2ccccc12. The reactants are O=C([O-])[O-], COS(=O)(=O)OC, CCOCC, CN(C)C=O, O=C1NCCN1CCNS(=O)(=O)c1cccc(Cl)c1Cl, [K+], [K+], O. The product is CN(CCN1CCNC1=O)S(=O)(=O)c1cccc(Cl)c1Cl. As a reaction SMILES: [C:21](=[O:22])([O-:23])[O-:24].[CH3:27][O:28][S:29]([O:30][CH3:31])(=[O:32])=[O:33].[CH3:34][CH2:35][O:36][CH2:37][CH3:38].[CH3:39][N:40]([CH3:41])[CH:42]=[O:43].[Cl:1][c:2]1[c:3]([S:9](=[O:10])(=[O:11])[NH:12][CH2:13][CH2:14][N:15]2[C:16](=[O:20])[NH:17][CH2:18][CH2:19]2)[cH:4][cH:5][cH:6][c:7]1[Cl:8].[K+:25].[K+:26].[OH2:44]>>[Cl:1][c:2]1[c:3]([S:9](=[O:10])(=[O:11])[N:12]([CH2:13][CH2:14][N:15]2[C:16](=[O:20])[NH:17][CH2:18][CH2:19]2)[CH3:21])[cH:4][cH:5][cH:6][c:7]1[Cl:8]. The reactants are C1(=CC=CC=C1)CC\C=C\1/CCC2=C1NC(=C2)C(=O)OCC ((E)-ethyl 6-(3-phenylpropylidene)-1,4,5,6-tetrahydrocyclopenta[b]pyrrole-2-carboxylate). Reagents/catalysts: [Pd] (Pd on carbon). Product: C1(=CC=CC=C1)CCCC1CCC2=C1NC(=C2)C(=O)OCC (ethyl 6-(3-phenylpropyl)-1,4,5,6-tetrahydrocyclopenta[b]pyrrole-2-carboxylate). As a reaction SMILES: [C:1]1([CH2:7][CH2:8]/[CH:9]=[C:10]2\[CH2:11][CH2:12][C:13]3[CH:17]=[C:16]([C:18]([O:20][CH2:21][CH3:22])=[O:19])[NH:15][C:14]\2=3)[CH:6]=[CH:5][CH:4]=[CH:3][CH:2]=1>[Pd]>[C:1]1([CH2:7][CH2:8][CH2:9][CH:10]2[C:14]3[NH:15][C:16]([C:18]([O:20][CH2:21][CH3:22])=[O:19])=[CH:17][C:13]=3[CH2:12][CH2:11]2)[CH:6]=[CH:5][CH:4]=[CH:3][CH:2]=1. Procedure: The title compound was synthesized from ethyl 4-oxo-1,4,5,6-tetrahydrocyclopenta[b]pyrrole-2-carboxylate (0.3 g, 1.55 mmol, 1 equiv) and 3-phenyl-propyl magnesium bromide (12.4 mL, 0.5M in THF, 6.2 mmol, 4 equiv) according to General Procedure 3 to give the exo olefin-containing compound (E)-ethyl 6-(3-phenylpropylidene)-1,4,5,6-tetrahydrocyclopenta[b]pyrrole-2-carboxylate, followed by hydrogenation according to General Procedure 6 with 5% Pd on carbon, and was purified by preparative HPLC using... As a reaction SMILES: [Cl-].O[NH3+:3].[C:4](=[O:7])([O-])[OH:5].[Na+].CS(C)=O.[CH2:13]([C:17]1[N:18]=[C:19]([CH3:56])[N:20]([C:39]2[CH:40]=[C:41]3[C:45](=[CH:46][CH:47]=2)[CH2:44][CH2:43][CH:42]3[O:48][Si:49]([C:52]([CH3:55])([CH3:54])[CH3:53])([CH3:51])[CH3:50])[C:21](=[O:38])[C:22]=1[CH2:23][C:24]1[CH:29]=[CH:28][C:27]([C:30]2[C:31]([C:36]#[N:37])=[CH:32][CH:33]=[CH:34][CH:35]=2)=[CH:26][CH:25]=1)[CH2:14][CH2:15][CH3:16]>O.C(OCC)(=O)C>[CH2:13]([C:17]1[N:18]=[C:19]([CH3:56])[N:20]([C:39]2[CH:40]=[C:41]3[C:45](=[CH:46][CH:47]=2)[CH2:44][CH2:43][CH:42]3[O:48][Si:49]([C:52]([CH3:55])([CH3:54])[CH3:53])([CH3:51])[CH3:50])[C:21](=[O:38])[C:22]=1[CH2:23][C:24]1[CH:25]=[CH:26][C:27]([C:30]2[CH:35]=[CH:34][CH:33]=[CH:32][C:31]=2[C:36]2[NH:3][C:4](=[O:7])[O:5][N:37]=2)=[CH:28][CH:29]=1)[CH2:14][CH2:15][CH3:16] |f:0.1,2.3|. Solvent: O (water), C(C)(=O)OCC (ethyl acetate). Product: C(CCC)C1=C(C(N(C(=N1)C)C=1C=C2C(CCC2=CC1)O[Si](C)(C)C(C)(C)C)=O)CC1=CC=C(C=C1)C1=C(C=CC=C1)C1=NOC(N1)=O (6-butyl-3-(3-{[tert-butyl(dimethyl)silyl]oxy}-2,3-dihydro-1H-inden-5-yl)-2-methyl-5-{[2′-(5-oxo-4,5-dihydro-1,2,4-oxadiazol-3-yl)biphenyl-4-yl]methyl}pyrimidin-4(3H)-one). Conditions: temperature 40 celsius, time 30 minute. Procedure: A mixture of hydroxylammonium chloride (2.50 g), sodium hydrogen carbonate (3.70 g) and dimethyl sulfoxide (20 mL) was stirred at 40° C. for 30 min, 4′-{[4-butyl-1-(3-{[tert-butyl(dimethyl)silyl]oxy}-2,3-dihydro-1H-inden-5-yl)-2-methyl-6-oxo-1,6-dihydropyrimidin-5-yl]methyl}biphenyl-2-carbonitrile (2.20 g) was added, and the mixture was stirred at 90° C. for 18 hr. The mixture was allowed to cool to room temperature, ethyl acetate and water were added, and the mixture was extracted with ethyl ac... The yield is 42.2%. Starting materials: [Cl-].O[NH3+] (hydroxylammonium chloride), C(O)([O-])=O.[Na+] (sodium hydrogen carbonate), CS(=O)C (dimethyl sulfoxide), C(CCC)C=1N=C(N(C(C1CC1=CC=C(C=C1)C=1C(=CC=CC1)C#N)=O)C=1C=C2C(CCC2=CC1)O[Si](C)(C)C(C)(C)C)C (4′-{[4-butyl-1-(3-{[tert-butyl(dimethyl)silyl]oxy}-2,3-dihydro-1H-inden-5-yl)-2-methyl-6-oxo-1,6-dihydropyrimidin-5-yl]methyl}biphenyl-2-carbonitrile).